Task: describe an organic reaction: reactants, conditions, products, and yield. Dataset: the Open Reaction Database (ORD), a public repository of structured organic reaction records Reactants: CNC(=O)N(N)C (N,1-dimethylhydrazine carboxamide), FC1=C(C=C2C=CC=NC2=C1)CC1=CN=C2N1N=C(C=C2)C(C)=O (1-[3-(7-fluoro-quinolin-6-ylmethyl)-imidazo[1,2-b]pyridazin-6-yl]-ethanone). The product is FC1=C(C=C2C=CC=NC2=C1)CC1=CN=C2N1N=C(C=C2)\C(\C)=N\N(C(=O)NC)C ((E)-2-(1-(3-((7-Fluoroquinolin-6-yl)methyl)imidazo[1,2-b]pyridazin-6-yl)ethylidene)-N,1-dimethylhydrazinecarboxamide). The yield is 21.0%. RXN SMILES: [CH3:1][NH:2][C:3]([N:5]([CH3:7])[NH2:6])=[O:4].[F:8][C:9]1[CH:18]=[C:17]2[C:12]([CH:13]=[CH:14][CH:15]=[N:16]2)=[CH:11][C:10]=1[CH2:19][C:20]1[N:24]2[N:25]=[C:26]([C:29](=O)[CH3:30])[CH:27]=[CH:28][C:23]2=[N:22][CH:21]=1>>[F:8][C:9]1[CH:18]=[C:17]2[C:12]([CH:13]=[CH:14][CH:15]=[N:16]2)=[CH:11][C:10]=1[CH2:19][C:20]1[N:24]2[N:25]=[C:26](/[C:29](=[N:6]/[N:5]([CH3:7])[C:3]([NH:2][CH3:1])=[O:4])/[CH3:30])[CH:27]=[CH:28][C:23]2=[N:22][CH:21]=1. Reported procedure: The title compound was prepared from N,1-dimethylhydrazine carboxamide and 1-[3-(7-fluoro-quinolin-6-ylmethyl)-imidazo[1,2-b]pyridazin-6-yl]-ethanone in analogy to the synthesis of example 1 in 21% yield. 1H-NMR (400 MHz, DMSO-d6) δ ppm 8.86 (dd, 1H), 8.31 (d, 1H), 8.06 (m, 2H), 7.97 (d, 1H), 7.77 (d, 1H), 7.73 (s, 1H), 7.47 (q, 1H), 6.90 (q, 1H), 4.59 (s, 2H), 3.19 (s, 3H), 2.68 (d, 3H), 2.37 (s, 3H). LCMS (method B): [MH]+=406, tR=2.27 min. The reactants are CN1C=C2C[C@H]3N(C[C@@](C[C@@]3(C=3C=CC=C1C32)OC)(C)C3=NC(=NO3)C=3C=NC=C(C3)Br)C (1,6-dimethyl-8β-methyl[3-(5-bromo-pyridin-3-yl)-1,2,4-oxadiazol-5-yl]-10α-methoxy-ergoline), BF3-2 Et2O, S(=O)(=O)(Cl)Cl (sulphuryichloride). Solvent: C(C)#N (acetonitrile), C(C)#N (acetonitrile). Product: CN1C(=C2C[C@H]3N(C[C@@](C[C@@]3(C=3C=CC=C1C32)OC)(C)C3=NC(=NO3)C=3C=NC=C(C3)Br)C)Cl (1,6-Dimethyl-2-chloro-8β-methyl-[3-(5-bromo-pyridin-3-yl)-1,2,4-oxadiazol-5-yl]-10α-methoxy-ergoline). As a reaction SMILES: [CH3:1][N:2]1[C:16]2[C:17]3[C:4]([CH2:5][C@@H:6]4[C@@:11]([O:18][CH3:19])([C:12]=3[CH:13]=[CH:14][CH:15]=2)[CH2:10][C@@:9]([C:21]2[O:25][N:24]=[C:23]([C:26]3[CH:27]=[N:28][CH:29]=[C:30]([Br:32])[CH:31]=3)[N:22]=2)([CH3:20])[CH2:8][N:7]4[CH3:33])=[CH:3]1.S(Cl)([Cl:37])(=O)=O>C(#N)C>[CH3:1][N:2]1[C:16]2[C:17]3[C:4]([CH2:5][C@@H:6]4[C@@:11]([O:18][CH3:19])([C:12]=3[CH:13]=[CH:14][CH:15]=2)[CH2:10][C@@:9]([C:21]2[O:25][N:24]=[C:23]([C:26]3[CH:27]=[N:28][CH:29]=[C:30]([Br:32])[CH:31]=3)[N:22]=2)([CH3:20])[CH2:8][N:7]4[CH3:33])=[C:3]1[Cl:37]. Reported procedure: To a stirred solution of 2 g of 1,6-dimethyl-8β-methyl[3-(5-bromo-pyridin-3-yl)-1,2,4-oxadiazol-5-yl]-10α-methoxy-ergoline in ml 50 of acetonitrile and ml 0.5 of BF3-2 Et2O was added dropwise a solution of 0.6 g of sulphuryichloride (SO2Cl2) in ml 15 of acetonitrile at -5° C. The reactants are CN(C=1C2=C(N=CN1)N(C=C2C=2C=C(C=CC2)CO)COCC[Si](C)(C)C)C ({3-[4-(dimethylamino)-7-{[2-(trimethylsilyl)ethoxy]methyl}-7H-pyrrolo[2,3-d]pyrimidin-5-yl]phenyl}methanol), FC(C(=O)O)(F)F (trifluoroacetic acid). Yields the product FC(C(=O)OCC1=CC(=CC=C1)C1=CN(C=2N=CN=C(C21)N(C)C)CO)(F)F (3-[4-(dimethylamino)-7-(hydroxymethyl)-7H-pyrrolo[2,3-d]pyrimidin-5-yl]benzyl trifluoroacetate). RXN SMILES: [CH3:1][N:2]([CH3:28])[C:3]1[C:4]2[C:11]([C:12]3[CH:13]=[C:14]([CH2:18]O)[CH:15]=[CH:16][CH:17]=3)=[CH:10][N:9]([CH2:20][O:21]CC[Si](C)(C)C)[C:5]=2[N:6]=[CH:7][N:8]=1.[F:29][C:30]([F:35])([F:34])[C:31]([OH:33])=[O:32]>>[F:29][C:30]([F:35])([F:34])[C:31]([O:33][CH2:18][C:14]1[CH:15]=[CH:16][CH:17]=[C:12]([C:11]2[C:4]3[C:3]([N:2]([CH3:1])[CH3:28])=[N:8][CH:7]=[N:6][C:5]=3[N:9]([CH2:20][OH:21])[CH:10]=2)[CH:13]=1)=[O:32]. Procedure details: A solution of {3-[4-(dimethylamino)-7-{[2-(trimethylsilyl)ethoxy]methyl}-7H-pyrrolo[2,3-d]pyrimidin-5-yl]phenyl}methanol (C26) (397 mg, 0.996 mmol) in trifluoroacetic acid (10 mL) was stirred at room temperature for 2 hours. The reaction mixture was concentrated in vacuo to provide the product (400 mg) as a brown oil. This material was taken directly into the following step. LCMS m/z 395.1 [M+H+]. The reactants are BrCCCC1=C(C=CC=C1)C(O)C (3-bromopropyl-a-Methylbenzenemethanol), BrCCCC1=C(C=CC=C1)C(O)C (3-bromopropyl-a-Methylbenzenemethanol), C=1(C(=CC=CC1)S(=O)(=O)O)C (toluensulfonic acid). Solvent: C1(=CC=CC=C1)C (toluene). The product is BrCCCC1=CC=C(C=C)C=C1 (p-(3-Bromopropyl)styrene). As a reaction SMILES: [Br:1][CH2:2][CH2:3][CH2:4][C:5]1[CH:10]=[CH:9][CH:8]=[CH:7][C:6]=1C(C)O.[C:14]1(C)C(S(O)(=O)=O)=CC=C[CH:19]=1>C1(C)C=CC=CC=1>[Br:1][CH2:2][CH2:3][CH2:4][C:5]1[CH:6]=[CH:7][C:8]([CH:14]=[CH2:19])=[CH:9][CH:10]=1. Reported procedure: The product from Example 2 is used as a stating material in this procedure. The resulting product from Example 2 was diluted in 200 mL of toluene. Next, 0.125 g of toluensulfonic acid was added to the reaction mixture. The reaction mixture was refluxed under argon atmosphere for 44 hours. The mixture was then washed with 50 mL of water and the solvent was removed under vacuum. The resulting product was then purified by silica gel chromatography with the use of 90% hexane and 10% ethyl acetate. T... The reactants are ClCCl, C=CC(C)(C)CC(=O)OC, O=C(Cl)c1ccc(Cl)cc1, Cl[Sn](Cl)(Cl)Cl. Yields the product CC1(C)CC(=O)OC1CC(=O)c1ccc(Cl)cc1. Reaction SMILES: [CH2:26]([Cl:27])[Cl:28].[CH3:1][O:2][C:3]([CH2:4][C:5]([CH:6]=[CH2:7])([CH3:8])[CH3:9])=[O:10].[Cl:11][c:12]1[cH:13][cH:14][c:15]([C:16](=[O:17])[Cl:18])[cH:19][cH:20]1.[Sn:21]([Cl:22])([Cl:23])([Cl:24])[Cl:25]>>[O:2]1[C:3](=[O:10])[CH2:4][C:5]([CH3:8])([CH3:9])[CH:6]1[CH2:7][C:16]([c:15]1[cH:14][cH:13][c:12]([Cl:11])[cH:20][cH:19]1)=[O:17]. Reactants: [OH-].[Na+] (sodium hydroxide), NC1=NC=CC=C1C1=CC(=NO1)CO ([5-(2-aminopyridin-3-yl)isoxazol-3-yl]methanol), S(=O)(Cl)Cl (thionyl chloride), N1N=NC2=C1C=CC=C2 (benzotriazole). Solvent: O (water), CN(C(C)=O)C (N,N-dimethyl acetamide), O1CCCC1 (tetrahydrofuran). Reaction conditions: time 30 minute. Product: ClCC1=NOC(=C1)C=1C(=NC=CC1)N (3-[3-(chloromethyl)isoxazol-5-yl]pyridin-2-amine). Isolated yield 100.2%. As a reaction SMILES: [NH2:1][C:2]1[C:7]([C:8]2[O:12][N:11]=[C:10]([CH2:13]O)[CH:9]=2)=[CH:6][CH:5]=[CH:4][N:3]=1.S(Cl)([Cl:17])=O.N1C2C=CC=CC=2N=N1.[OH-].[Na+]>O.O1CCCC1.CN(C)C(=O)C>[Cl:17][CH2:13][C:10]1[CH:9]=[C:8]([C:7]2[C:2]([NH2:1])=[N:3][CH:4]=[CH:5][CH:6]=2)[O:12][N:11]=1 |f:3.4|. Procedure: To a mixture of [5-(2-aminopyridin-3-yl)isoxazol-3-yl]methanol (0.19 g, 1 mmol) and N,N-dimethyl acetamide (1 mL) was added a mixture of thionyl chloride (0.15 mL, 2 mmol), benzotriazole (0.26 g, 2.2 mmol) and tetrahydrofuran (1 mL) under an ice cooling, which was stirred at room temperature for 30 minutes. To the reaction mixture were added water and 5N aqueous sodium hydroxide to adjust basic, then extracted with ethyl acetate, and the organic layer was washed with saturated sodium chloride wa... Reactants: CC(=O)OCC1OC(N=C=S)C(OC(C)=O)C(OC(C)=O)C1OC(C)=O, Nc1nc2ccccc2[nH]1, Cc1ccccc1C. As a reaction SMILES: [C:1]([CH3:2])(=[O:3])[O:4][CH:5]1[CH:6]([N:24]=[C:25]=[S:26])[O:7][CH:8]([CH2:19][O:20][C:21]([CH3:22])=[O:23])[CH:9]([O:15][C:16]([CH3:17])=[O:18])[CH:10]1[O:11][C:12]([CH3:13])=[O:14].[NH2:27][c:28]1[n:29][c:30]2[cH:31][cH:32][cH:33][cH:34][c:35]2[nH:36]1.[c:37]1([CH3:38])[c:39]([CH3:40])[cH:41][cH:42][cH:43][cH:44]1>>[C:1]([CH3:2])(=[O:3])[O:4][CH:5]1[CH:6]([NH:24][C:25](=[S:26])[NH:27][c:28]2[nH:29][c:30]3[cH:31][cH:32][cH:33][cH:34][c:35]3[n:36]2)[O:7][CH:8]([CH2:19][O:20][C:21]([CH3:22])=[O:23])[CH:9]([O:15][C:16]([CH3:17])=[O:18])[CH:10]1[O:11][C:12]([CH3:13])=[O:14]. The product is CC(=O)OCC1OC(NC(=S)Nc2nc3ccccc3[nH]2)C(OC(C)=O)C(OC(C)=O)C1OC(C)=O. Reactants: [BH4-].[Na+] (Sodium borohydride), ClC=1N=C(SC1)C(C(C(=O)OC)(C)C)C=1NC(=C2C1N(C(N(C2=O)C)=O)C)C2=CC=CC=C2 (methyl 3-(4-chloro thiazol-2-yl)-3-(1,3-dimethyl-2,4-dioxo-5-phenyl-2,3,4,6-tetrahydro-1H-pyrrolo[3,4-d]pyrimidin-7-yl)-2,2-dimethylpropanoate), [Cl-].[Li+] (lithium chloride). Run in CO (methanol). Reaction conditions: time 30 minute. Product: ClC=1N=C(SC1)C(C(CO)(C)C)C=1NC(=C2C1N(C(N(C2=O)C)=O)C)C2=CC=CC=C2 (7-(1-(4-Chlorothiazol-2-yl)-3-hydroxy-2,2-dimethylpropyl)-1,3-dimethyl-5-phenyl-1H-pyrrolo[3,4-d]pyrimidine-2,4(3H,6H)-dione). Reaction SMILES: [BH4-].[Na+].[Cl:3][C:4]1[N:5]=[C:6]([CH:9]([C:17]2[NH:18][C:19]([C:30]3[CH:35]=[CH:34][CH:33]=[CH:32][CH:31]=3)=[C:20]3[C:25](=[O:26])[N:24]([CH3:27])[C:23](=[O:28])[N:22]([CH3:29])[C:21]=23)[C:10]([CH3:16])([CH3:15])[C:11](OC)=[O:12])[S:7][CH:8]=1.[Cl-].[Li+]>CO>[Cl:3][C:4]1[N:5]=[C:6]([CH:9]([C:17]2[NH:18][C:19]([C:30]3[CH:31]=[CH:32][CH:33]=[CH:34][CH:35]=3)=[C:20]3[C:25](=[O:26])[N:24]([CH3:27])[C:23](=[O:28])[N:22]([CH3:29])[C:21]=23)[C:10]([CH3:16])([CH3:15])[CH2:11][OH:12])[S:7][CH:8]=1 |f:0.1,3.4|. Procedure: Sodium borohydride (46.6 mg, 1.232 mmol) was added to a mixture of methyl 3-(4-chloro thiazol-2-yl)-3-(1,3-dimethyl-2,4-dioxo-5-phenyl-2,3,4,6-tetrahydro-1H-pyrrolo[3,4-d]pyrimidin-7-yl)-2,2-dimethylpropanoate (120 mg, 0.246 mmol) and lithium chloride (52.2 mg, 1.232 mmol) in methanol (10 mL). The mixture was stirred at room temp. for 30 mins. The reaction was quenched with saturated NaHCO3(aq) and extracted with DCM (3×). The combined organic extracts were passed through a hydrophobic frit and ...